Dataset: the Open Reaction Database (ORD), a public repository of structured organic reaction records. Task: describe an organic reaction: reactants, conditions, products, and yield The reactants are FC=1C=C(C=CC1OC1=NC=NN2C1=CC=C2)NC(CC(=O)OCC)=O (ethyl 3-(3-fluoro-4-(pyrrolo[2,1-f][1,2,4]triazin-4-yloxy)phenylamino)-3-oxopropanoate), [OH-].[Na+] (NaOH). The solvent is C(C)O (ethanol). Reaction conditions: temperature 0 celsius, time 3 hour. Product: FC=1C=C(C=CC1OC1=NC=NN2C1=CC=C2)NC(CC(=O)O)=O (3-(3-Fluoro-4-(pyrrolo[2,1-f][1,2,4]triazin-4-yloxy)phenylamino)-3-oxopropanoic acid). Reaction SMILES: [F:1][C:2]1[CH:3]=[C:4]([NH:18][C:19](=[O:26])[CH2:20][C:21]([O:23]CC)=[O:22])[CH:5]=[CH:6][C:7]=1[O:8][C:9]1[C:14]2=[CH:15][CH:16]=[CH:17][N:13]2[N:12]=[CH:11][N:10]=1.[OH-].[Na+]>C(O)C>[F:1][C:2]1[CH:3]=[C:4]([NH:18][C:19](=[O:26])[CH2:20][C:21]([OH:23])=[O:22])[CH:5]=[CH:6][C:7]=1[O:8][C:9]1[C:14]2=[CH:15][CH:16]=[CH:17][N:13]2[N:12]=[CH:11][N:10]=1 |f:1.2|. Procedure: To a solution of the above crude ethyl 3-(3-fluoro-4-(pyrrolo[2,1-f][1,2,4]triazin-4-yloxy)phenylamino)-3-oxopropanoate (180 mg) in ethanol (10 mL) at 0° C. was added 1 N aq NaOH solution (10 mL). After stirring at 0° C. for 3 h, the reaction was washed with 20 mL of EtOAc. The EtOAc layer was back-extracted with 20 mL of 1 N aq NaOH solution. The combined aqueous solution was acidified to pH with 1 N aq HCl solution. The aqueous layer was extracted with EtOAc (3×30 mL). The combined organic ext...